This data is from the Open Reaction Database (ORD), a public repository of structured organic reaction records. The task is: describe an organic reaction: reactants, conditions, products, and yield The reactants are ClC(Cl)Cl, CC1(CCl)SC2C(NC(=O)Cc3ccccc3)C(=O)N2C1C(=O)OCC(Cl)(Cl)Cl, O=C(OO)c1cccc(Cl)c1. Product: CC1(CCl)C(C(=O)OCC(Cl)(Cl)Cl)N2C(=O)C(NC(=O)Cc3ccccc3)C2S1=O. RXN SMILES: [CH:41]([Cl:42])([Cl:43])[Cl:44].[Cl:12][C:13]([CH2:14][O:15][C:16](=[O:17])[CH:18]1[C:19]([CH3:36])([CH2:37][Cl:38])[S:20][CH:21]2[N:22]1[C:23](=[O:35])[CH:24]2[NH:25][C:26]([CH2:27][c:28]1[cH:29][cH:30][cH:31][cH:32][cH:33]1)=[O:34])([Cl:39])[Cl:40].[Cl:1][c:2]1[cH:3][cH:4][cH:5][c:6]([C:7]([O:8][OH:10])=[O:9])[cH:11]1>>[O:9]=[S:20]1[C:19]([CH3:36])([CH2:37][Cl:38])[CH:18]([C:16]([O:15][CH2:14][C:13]([Cl:12])([Cl:39])[Cl:40])=[O:17])[N:22]2[CH:21]1[CH:24]([NH:25][C:26]([CH2:27][c:28]1[cH:29][cH:30][cH:31][cH:32][cH:33]1)=[O:34])[C:23]2=[O:35]. Starting materials: C(#N)C=1C=C(C=C(C1)NC(C(=O)OCC)=O)NC(C(=O)OCC)=O (diethyl N,N'-(5-cyano-m-phenylene)dioxamate), [OH-].[Na+] (sodium hydroxide). Product: C(#N)C=1C=C(C=C(C1)NC(C(=O)O)=O)NC(C(=O)O)=O (N,N'-(5-Cyano-m-phenylene)dioxamic acid). RXN SMILES: [C:1]([C:3]1[CH:4]=[C:5]([NH:17][C:18](=[O:24])[C:19]([O:21]CC)=[O:20])[CH:6]=[C:7]([NH:9][C:10](=[O:16])[C:11]([O:13]CC)=[O:12])[CH:8]=1)#[N:2].[OH-].[Na+]>>[C:1]([C:3]1[CH:8]=[C:7]([NH:9][C:10](=[O:16])[C:11]([OH:13])=[O:12])[CH:6]=[C:5]([NH:17][C:18](=[O:24])[C:19]([OH:21])=[O:20])[CH:4]=1)#[N:2] |f:1.2|. Reported procedure: A solution of 1.51 gram (0.0045 mole) of diethyl N,N'-(5-cyano-m-phenylene)dioxamate in 10 ml. of 5% sodium hydroxide solution is stirred for 25 minutes and filtered. To the filtrate is added dilute hydrochloric acid. The resulting precipitate is removed by filtration; weight 0.86 grams. M.P. 230° C. Starting materials: FC(C(=O)O)(F)F (trifluoroacetic acid), FC=1C=C(C(=O)C(C(=O)OC(C)(C)C)C(=O)OCC)C=CC1NCCCCCCCCCCCCCCCC (tert-butyl ethyl 3-fluoro-4-(hexadecylamino)benzoylmalonate), [OH-].[K+] (potassium hydroxide). Reaction conditions: time 3 hour. Yields the product FC=1C=C(C(=O)CC(=O)OCC)C=CC1NCCCCCCCCCCCCCCCC (ethyl 3-fluoro-4-(hexadecylamino)benzoylacetate). RXN SMILES: FC(F)(F)C(O)=O.[OH-].[K+].[F:10][C:11]1[CH:12]=[C:13]([CH:29]=[CH:30][C:31]=1[NH:32][CH2:33][CH2:34][CH2:35][CH2:36][CH2:37][CH2:38][CH2:39][CH2:40][CH2:41][CH2:42][CH2:43][CH2:44][CH2:45][CH2:46][CH2:47][CH3:48])[C:14]([CH:16](C(OCC)=O)[C:17]([O:19][C:20](C)(C)[CH3:21])=[O:18])=[O:15]>>[F:10][C:11]1[CH:12]=[C:13]([CH:29]=[CH:30][C:31]=1[NH:32][CH2:33][CH2:34][CH2:35][CH2:36][CH2:37][CH2:38][CH2:39][CH2:40][CH2:41][CH2:42][CH2:43][CH2:44][CH2:45][CH2:46][CH2:47][CH3:48])[C:14]([CH2:16][C:17]([O:19][CH2:20][CH3:21])=[O:18])=[O:15] |f:1.2|. Reported procedure: A solution of 3.0 g. of tert-butyl ethyl 3-fluoro-4-(hexadecylamino)benzoylmalonate 10 ml of trifluoroacetic acid is warmed with stirring for 3 hours. The solution is poured onto ice and neutralized with potassium hydroxide. The resulting precipitate is collected by filtration, washed with water and dried. Recrystallization from chloroform affords ethyl 3-fluoro-4-(hexadecylamino)benzoylacetate.